This data is from the Open Reaction Database (ORD), a public repository of structured organic reaction records. The task is: describe an organic reaction: reactants, conditions, products, and yield The reactants are Cc1cc2c(cc1Br)nc1n2CCC1, O=C([O-])O, [Na+], O=[N+]([O-])O, O=S(=O)(O)O. Product: Cc1cc2c(nc3n2CCC3)c([N+](=O)[O-])c1Br. As a reaction SMILES: [Br:1][c:2]1[cH:3][c:4]2[c:5]([n:6]3[c:7]([n:8]2)[CH2:9][CH2:10][CH2:11]3)[cH:12][c:13]1[CH3:14].[C:24](=[O:25])([OH:26])[O-:27].[Na+:28].[OH:15][N+:16]([O-:17])=[O:18].[S:19](=[O:20])(=[O:21])([OH:22])[OH:23]>>[Br:1][c:2]1[c:3]([N+:16](=[O:15])[O-:17])[c:4]2[c:5]([n:6]3[c:7]([n:8]2)[CH2:9][CH2:10][CH2:11]3)[cH:12][c:13]1[CH3:14]. The reactants are C1(=CC=C(C=C1)S(=O)(=O)Cl)C (p-toluenesulfonyl chloride), CC=1N(C2=C(C=NC=3C=CC=CC23)N1)CCC(=O)N1CCOCC1 (2-Methyl-1-(3-morpholin-4-yl-3-oxopropyl)-1H-imidazo[4,5-c]quinoline), C1=CC(=CC(=C1)Cl)C(=O)OO (mCPBA), [OH-].[NH4+] (ammonium hydroxide). Run in O (water). Conditions: time 2 hour. The product is CC=1N(C2=C(C(=NC=3C=CC=CC23)N)N1)CCC(=O)N1CCOCC1 (2-methyl-1-(3-morpholin-4-yl-3-oxopropyl)-1H-imidazo[4,5-c]quinolin-4-amine). As a reaction SMILES: [CH3:1][C:2]1[N:3]([CH2:15][CH2:16][C:17]([N:19]2[CH2:24][CH2:23][O:22][CH2:21][CH2:20]2)=[O:18])[C:4]2[C:13]3[CH:12]=[CH:11][CH:10]=[CH:9][C:8]=3[N:7]=[CH:6][C:5]=2[N:14]=1.C1C=C(Cl)C=C(C(OO)=O)C=1.[OH-].[NH4+:37].C1(C)C=CC(S(Cl)(=O)=O)=CC=1>O>[CH3:1][C:2]1[N:3]([CH2:15][CH2:16][C:17]([N:19]2[CH2:20][CH2:21][O:22][CH2:23][CH2:24]2)=[O:18])[C:4]2[C:13]3[CH:12]=[CH:11][CH:10]=[CH:9][C:8]=3[N:7]=[C:6]([NH2:37])[C:5]=2[N:14]=1 |f:2.3|. Reported procedure: 2-Methyl-1-(3-morpholin-4-yl-3-oxopropyl)-1H-imidazo[4,5-c]quinoline (4.8 g, 15 mmol) was treated with mCPBA (5.95 g, 25.9 mmol) followed by ammonium hydroxide (50 mL) and p-toluenesulfonyl chloride (5.49 g, 28.8 mmol) according to a modification of the method described in Part D of Example 8. The reaction was not washed with 10% aqueous sodium hydroxide prior to the addition of ammonium hydroxide. After the amination reaction was stirred for two hours, water was added. Following the work-up pro... Reactants: FCC(C#CC(=O)NCCC)(OC1=CC=C(C=C1)C(F)(F)F)CF (5-fluoro-4-fluoromethyl-4-(4-trifluoromethylphenoxy)-N-propyl-2-pentynamide). Solvent: ClC1=C(C=CC=C1)Cl (o-dichlorobenzene). The product is FCC1(OC2=C(C(=C1)C(=O)NCCC)C=C(C=C2)C(F)(F)F)CF (2,2-Bis(fluoromethyl)-6-trifluoromethyl-N-propyl-2H-1-benzopyran-4-carboxamide). Yield: 62.0%. Reaction SMILES: [F:1][CH2:2][C:3]([CH2:23][F:24])([O:12][C:13]1[CH:18]=[CH:17][C:16]([C:19]([F:22])([F:21])[F:20])=[CH:15][CH:14]=1)[C:4]#[C:5][C:6]([NH:8][CH2:9][CH2:10][CH3:11])=[O:7]>ClC1C=CC=CC=1Cl>[F:1][CH2:2][C:3]1([CH2:23][F:24])[CH:4]=[C:5]([C:6]([NH:8][CH2:9][CH2:10][CH3:11])=[O:7])[C:18]2[CH:17]=[C:16]([C:19]([F:20])([F:21])[F:22])[CH:15]=[CH:14][C:13]=2[O:12]1. Procedure: An amount (50 mg) of 5-fluoro-4-fluoromethyl-4-(4-trifluoromethylphenoxy)-N-propyl-2-pentynamide was dissolved in o-dichlorobenzene (5 ml) and the solution was heated under reflux for 3.5 hours. The reaction mixture was concentrated under reduced pressure and the resulting residue was subjected to silica gel column chromatography (eluent; hexane/ethyl acetate=3/1) to give the titled compound (31 mg).